This data is from the Open Reaction Database (ORD), a public repository of structured organic reaction records. The task is: describe an organic reaction: reactants, conditions, products, and yield The reactants are C[Si](C)(C)[N-][Si](C)(C)C.[Na+] (Sodium bis(trimethylsilyl)amide), N1C=NC=2C=NC=CC21 (imidazo[4,5-c]pyridine), C1(CCCCC1)N(C(C1=CC=C(C=C1)CBr)=O)C (N-cyclohexyl-N-methyl-4-bromomethylbenzamide). Solvent: CO (Methanol), O (water), C1CCOC1 (THF), CO (methanol), C1CCOC1 (THF), C(C)(=O)OCC (ethyl acetate). Reaction conditions: time 8 hour. Yields the product C1(CCCCC1)N(C(C1=CC=C(C=C1)CN1C=NC=2C=NC=CC21)=O)C (N-cyclohexyl-N-methyl-4-(1H-imidazo[4,5-c]pyridylmethyl)benzamide). Isolated yield 5.6%. As a reaction SMILES: C[Si]([N-][Si](C)(C)C)(C)C.[Na+].[NH:11]1[C:19]2[CH:18]=[CH:17][N:16]=[CH:15][C:14]=2[N:13]=[CH:12]1.[CH:20]1([N:26]([CH3:37])[C:27](=[O:36])[C:28]2[CH:33]=[CH:32][C:31]([CH2:34]Br)=[CH:30][CH:29]=2)[CH2:25][CH2:24][CH2:23][CH2:22][CH2:21]1>C1COCC1.C(OCC)(=O)C.CO.O>[CH:20]1([N:26]([CH3:37])[C:27](=[O:36])[C:28]2[CH:33]=[CH:32][C:31]([CH2:34][N:11]3[C:19]4[CH:18]=[CH:17][N:16]=[CH:15][C:14]=4[N:13]=[CH:12]3)=[CH:30][CH:29]=2)[CH2:25][CH2:24][CH2:23][CH2:22][CH2:21]1 |f:0.1|. Procedure: Sodium bis(trimethylsilyl)amide (22 ml of 1M solution in THF) was added to a stirred solution of imidazo[4,5-c]pyridine (2.60 g, 0.02 mol) in dry THF (200 ml) under argon. A fine white precipitate formed. After 90 m the mixture was treated with N-cyclohexyl-N-methyl-4-bromomethylbenzamide (6.20 g, 0.02 mol) dissolved in dry THF (50 ml). The mixture was allowed to warm to ambient temperature and stirred overnight. Methanol (1 ml) was added, followed by water and the product extracted using ethyl ... The reactants are O1COC2=C1C=CC(=C2)C(CCC)SCC(=O)O ([{1-(1,3-benzodioxol-5-yl)butyl}thio]acetic acid), aqueous solution, CN (methylamine). The product is CNC(CSC(CCC)C1=CC2=C(OCO2)C=C1)=O (N-Methyl-[{1-(1,3-benzodioxol-5-yl)butyl}thio]acetamide). RXN SMILES: [O:1]1[C:5]2[CH:6]=[CH:7][C:8]([CH:10]([S:14][CH2:15][C:16]([OH:18])=O)[CH2:11][CH2:12][CH3:13])=[CH:9][C:4]=2[O:3][CH2:2]1.[CH3:19][NH2:20]>>[CH3:19][NH:20][C:16](=[O:18])[CH2:15][S:14][CH:10]([C:8]1[CH:7]=[CH:6][C:5]2[O:1][CH2:2][O:3][C:4]=2[CH:9]=1)[CH2:11][CH2:12][CH3:13]. Procedure: 2.5 g of the title compound was prepared from 2.7 g of [{1-(1,3-benzodioxol-5-yl)butyl}thio]acetic acid by using a 40% aqueous solution of methylamine as a colorless oil according to the same procedure as that described in Example 27. Reactants: O=C(O)Cc1ccccc1Br, O=S(Cl)Cl, c1ccccc1. Yields the product O=C(Cl)Cc1ccccc1Br. As a reaction SMILES: [Br:1][c:2]1[c:3]([CH2:8][C:9](=[O:10])[OH:11])[cH:4][cH:5][cH:6][cH:7]1.[S:12]([Cl:13])([Cl:14])=[O:15].[cH:16]1[cH:17][cH:18][cH:19][cH:20][cH:21]1>>[Br:1][c:2]1[c:3]([CH2:8][C:9](=[O:11])[Cl:14])[cH:4][cH:5][cH:6][cH:7]1. Starting materials: Br.FC1=C(C(C2=CC=C(C=C2)F)C2(CSC=3N2CCCN3)O)C=CC=C1 (3-[o-fluoro-α-(p-fluorophenyl)benzyl]-2,3,6,7-tetrahydro-5H-thiazolo[3,2-a]pyrimidine-3-ol hydrobromide). Solvent: CC(=O)C (acetone). Product: Br.FC1=C(C(C2=CC=C(C=C2)F)C2=CSC=3N2CCCN3)C=CC=C1 (3-[o-Fluoro-α-(p-fluorophenyl)benzyl]-6,7-dihydro-5H-thiazolo[3,2-a]pyrimidine hydrobromide). As a reaction SMILES: [BrH:1].[F:2][C:3]1[CH:26]=[CH:25][CH:24]=[CH:23][C:4]=1[CH:5]([C:13]1(O)[N:17]2[CH2:18][CH2:19][CH2:20][N:21]=[C:16]2[S:15][CH2:14]1)[C:6]1[CH:11]=[CH:10][C:9]([F:12])=[CH:8][CH:7]=1>CC(C)=O>[BrH:1].[F:2][C:3]1[CH:26]=[CH:25][CH:24]=[CH:23][C:4]=1[CH:5]([C:13]1[N:17]2[CH2:18][CH2:19][CH2:20][N:21]=[C:16]2[S:15][CH:14]=1)[C:6]1[CH:7]=[CH:8][C:9]([F:12])=[CH:10][CH:11]=1 |f:0.1,3.4|. Reported procedure: A test tube containing 1.0 g. of 3-[o-fluoro-α-(p-fluorophenyl)benzyl]-2,3,6,7-tetrahydro-5H-thiazolo[3,2-a]pyrimidine-3-ol hydrobromide is immersed in an oil bath at 215° C. for 20 minutes. The compound decomposes, becomes liquid and then rehardens. A 5 ml. portion of acetone is added and the mixture is stirred and filtered. The crystalline product is washed with acetone and dried in vacuo, giving the desired product, m.p. 291°-293° C. The product is C1(=CC=C(C=C1)C(CN1C=NC=C1)(O)C1=C(C=CC=C1)Cl)C1=CC=CC=C1 (1-(4-biphenylyl)-1-(2-chlorophenyl)-2-imidazol-1-yl-ethanol). Yield: 78.4%. RXN SMILES: C[O-].[Na+].[NH:4]1[CH:8]=[CH:7][N:6]=[CH:5]1.[C:9]1([C:25]2[CH:30]=[CH:29][CH:28]=[CH:27][CH:26]=2)[CH:14]=[CH:13][C:12]([C:15]2([C:18]3[CH:23]=[CH:22][CH:21]=[CH:20][C:19]=3[Cl:24])[CH2:17][O:16]2)=[CH:11][CH:10]=1>CO.CN(C)C=O>[C:9]1([C:25]2[CH:30]=[CH:29][CH:28]=[CH:27][CH:26]=2)[CH:14]=[CH:13][C:12]([C:15]([C:18]2[CH:23]=[CH:22][CH:21]=[CH:20][C:19]=2[Cl:24])([OH:16])[CH2:17][N:4]2[CH:8]=[CH:7][N:6]=[CH:5]2)=[CH:11][CH:10]=1 |f:0.1|. Solvent: CO (methanol), CN(C=O)C (dimethylformamide). Reactants: N1C=NC=C1 (imidazole), C[O-].[Na+] (sodium methylate), C1(=CC=C(C=C1)C1(OC1)C1=C(C=CC=C1)Cl)C1=CC=CC=C1 (2-(4-biphenylyl)-2-(2-chlorophenyl)-oxirane). Conditions: temperature 80 celsius. Reported procedure: 3.5 g (0.065 mol) of sodium methylate are dissolved in 20 ml of methanol, and 7.5 g (0.11 mole) of imidazole are added. A solution of 15 g (0.05 mol) of 2-(4-biphenylyl)-2-(2-chlorophenyl)-oxirane in 75 ml of dimethylformamide is added dropwise to this mixture and the reaction mixture is heated to 80° C. for 1.5 hours. Thereafter, it is poured onto water and the crystals which form are filtered off and dried. 14.7 g (79% of theory) of 1-(4-biphenylyl)-1-(2-chlorophenyl)-2-imidazol-1-yl-ethanol o... The reactants are IC1=CC=C(N)C=C1 (4-iodoaniline), C(#C)C1=CC=C(C=C1)CCCC (1-eth-1-ynyl-4-butylbenzene), TEA. Reagents/catalysts: [Cu]I (CuI), Cl[Pd]([P](C1=CC=CC=C1)(C2=CC=CC=C2)C3=CC=CC=C3)([P](C4=CC=CC=C4)(C5=CC=CC=C5)C6=CC=CC=C6)Cl (Pd(PPh3)2Cl2). Run in C(C)#N (acetonitrile). Reaction conditions: temperature 85 celsius, time 24 hour. The product is C(CCC)C1=CC=C(C=C1)C#CC1=CC=C(N)C=C1 (4-[(4-butylphenyl)ethynyl]aniline). Yield: 48.5%. As a reaction SMILES: I[C:2]1[CH:8]=[CH:7][C:5]([NH2:6])=[CH:4][CH:3]=1.[C:9]([C:11]1[CH:16]=[CH:15][C:14]([CH2:17][CH2:18][CH2:19][CH3:20])=[CH:13][CH:12]=1)#[CH:10]>C(#N)C.[Cu]I.Cl[Pd](Cl)([P](C1C=CC=CC=1)(C1C=CC=CC=1)C1C=CC=CC=1)[P](C1C=CC=CC=1)(C1C=CC=CC=1)C1C=CC=CC=1>[CH2:17]([C:14]1[CH:13]=[CH:12][C:11]([C:9]#[C:10][C:2]2[CH:8]=[CH:7][C:5]([NH2:6])=[CH:4][CH:3]=2)=[CH:16][CH:15]=1)[CH2:18][CH2:19][CH3:20] |^1:28,47|. Procedure details: To a stirred solution of 4-iodoaniline (20 g, 91 mmol, Aldrich) and 1-eth-1-ynyl-4-butylbenzene (16.7 g, 105 mmol, Aldrich) in dry acetonitrile (300 mL) under nitrogen was added CuI (0.83 g, 4.3 mmol), TEA (27.7 g, 273 mmol) followed by Pd(PPh3)2Cl2 (3 g, 4.3 mmol). The reaction mixture was stirred at 85° C. for 24 hours and the solvent was removed under reduced pressure. The residue was diluted with Et2O (200 mL) and washed with water, brine and dried (MgSO4). The solvent was removed under redu...